Dataset: the Open Reaction Database (ORD), a public repository of structured organic reaction records. Task: describe an organic reaction: reactants, conditions, products, and yield Reactants: O=C(n1ccnc1)n1ccnc1, C1CCC2=NCCCN2CC1, CS(N)(=O)=O, CC(C(=O)O)c1cccc(C(=O)C2CCCC2)c1, ClCCl. Yields the product CC(C(=O)NS(C)(=O)=O)c1cccc(C(=O)C2CCCC2)c1. As a reaction SMILES: [C:1]([n:2]1[cH:3][cH:4][n:5][cH:6]1)([n:7]1[cH:8][cH:9][n:10][cH:11]1)=[O:12].[CH2:36]1[CH2:37][CH2:38][C:39]2=[N:44][CH2:43][CH2:42][CH2:41][N:40]2[CH2:45][CH2:46]1.[CH3:31][S:32](=[O:33])(=[O:34])[NH2:35].[CH:13]1([C:18](=[O:19])[c:20]2[cH:21][c:22]([CH:26]([C:27](=[O:28])[OH:29])[CH3:30])[cH:23][cH:24][cH:25]2)[CH2:14][CH2:15][CH2:16][CH2:17]1.[Cl:47][CH2:48][Cl:49]>>[CH:13]1([C:18](=[O:19])[c:20]2[cH:21][c:22]([CH:26]([C:27](=[O:28])[NH:35][S:32]([CH3:31])(=[O:33])=[O:34])[CH3:30])[cH:23][cH:24][cH:25]2)[CH2:14][CH2:15][CH2:16][CH2:17]1.